From a dataset of the Open Reaction Database (ORD), a public repository of structured organic reaction records. describe an organic reaction: reactants, conditions, products, and yield The reactants are ClC1=NC=CC2=C1C=C(S2)S(=O)[O-].[Li+] (Lithium 4-chlorothieno[3,2-c]pyridine-2-sulfinate), FC(C=1C=C(CBr)C=CC1)(F)F (3-(trifluoromethyl)benzylbromide), C(C)(C)(C)OC(=O)N1CCNCC1 (tert-butyl-piperazine-1-carboxylate). The solvent is C(C)#N (acetonitrile). The product is C(C)(C)(C)OC(=O)N1CCN(CC1)C1=NC=CC2=C1C=C(S2)S(=O)(=O)CC2=CC(=CC=C2)C(F)(F)F (tert-Butyl-4-(2-{[3-(trifluoromethyl)benzyl]sulfonyl}thieno[3,2-c]pyridin-4-yl)piperazine-1-carboxylate). RXN SMILES: Cl[C:2]1[C:7]2[CH:8]=[C:9]([S:11]([O-:13])=[O:12])[S:10][C:6]=2[CH:5]=[CH:4][N:3]=1.[Li+].[F:15][C:16]([F:26])([F:25])[C:17]1[CH:18]=[C:19]([CH:22]=[CH:23][CH:24]=1)[CH2:20]Br.[C:27]([O:31][C:32]([N:34]1[CH2:39][CH2:38][NH:37][CH2:36][CH2:35]1)=[O:33])([CH3:30])([CH3:29])[CH3:28]>C(#N)C>[C:27]([O:31][C:32]([N:34]1[CH2:39][CH2:38][N:37]([C:2]2[C:7]3[CH:8]=[C:9]([S:11]([CH2:20][C:19]4[CH:22]=[CH:23][CH:24]=[C:17]([C:16]([F:26])([F:25])[F:15])[CH:18]=4)(=[O:13])=[O:12])[S:10][C:6]=3[CH:5]=[CH:4][N:3]=2)[CH2:36][CH2:35]1)=[O:33])([CH3:30])([CH3:28])[CH3:29] |f:0.1|. Procedure: Lithium 4-chlorothieno[3,2-c]pyridine-2-sulfinate (0.44 mmol) was treated with 3-(trifluoromethyl)benzylbromide (0.59 mmol) as described in Method P above and then reacted further with tert-butyl-piperazine-1-carboxylate as described in Method Q. Yield 0.023 g (10% over two steps). Beige solid. 1H NMR (300 MHz, CDCl3) δ 8.14 (d, J=6 Hz, 1H), 7.85-7.91 (m, 1H), 7.61-7.72 (m, 2H), 7.50-7.60 (m, 1H), 7.12-7.31 (m, 2H), 4.74 (s, 2H), 3.52-3.71 (m, 8H), 1.50 (s, 9H); MS (ESI+) for C24H26F3N3O4S2 m/z ... Starting materials: CC(=O)[O-], CC(=O)[O-], CC1(C)OB(c2ccncc2)OC1(C)C, CC(=O)N1CCc2c(Cl)nc(N3CCOCC3)nc21, [K+], [K+], [K+], CN(C)C=O, O, O=P([O-])([O-])[O-], [Pd+2]. The product is CC(=O)N1CCc2c(-c3ccncc3)nc(N3CCOCC3)nc21. RXN SMILES: [C:49]([O-:50])(=[O:51])[CH3:52].[C:54]([O-:55])(=[O:56])[CH3:57].[CH3:20][C:21]1([CH3:22])[C:23]([CH3:24])([CH3:25])[O:26][B:27]([c:28]2[cH:29][cH:30][n:31][cH:32][cH:33]2)[O:34]1.[Cl:1][c:2]1[c:3]2[c:4]([n:5][c:6]([N:8]3[CH2:9][CH2:10][O:11][CH2:12][CH2:13]3)[n:7]1)[N:14]([C:17]([CH3:18])=[O:19])[CH2:15][CH2:16]2.[K+:40].[K+:41].[K+:42].[O:44]=[CH:45][N:46]([CH3:47])[CH3:48].[OH2:43].[P:35]([O-:36])([O-:37])([O-:38])=[O:39].[Pd+2:53]>>[c:2]1(-[c:28]2[cH:29][cH:30][n:31][cH:32][cH:33]2)[c:3]2[c:4]([n:5][c:6]([N:8]3[CH2:9][CH2:10][O:11][CH2:12][CH2:13]3)[n:7]1)[N:14]([C:17]([CH3:18])=[O:19])[CH2:15][CH2:16]2. Starting materials: CC(C)(C)CI, CC1(C)OC(=O)C(O)=C1c1ccc(S(C)(=O)=O)cc1, CCOC(C)=O, [H-], [Na+], CN(C)C=O. Yields the product CC(C)(C)COC1=C(c2ccc(S(C)(=O)=O)cc2)C(C)(C)OC1=O. Reaction SMILES: [CH2:22]([C:23]([CH3:24])([CH3:25])[CH3:26])[I:27].[CH3:1][C:2]1([CH3:19])[C:3]([c:9]2[cH:10][cH:11][c:12]([S:15](=[O:16])(=[O:17])[CH3:18])[cH:13][cH:14]2)=[C:4]([OH:8])[C:5](=[O:7])[O:6]1.[CH3:33][CH2:34][O:35][C:36]([CH3:37])=[O:38].[H-:21].[Na+:20].[O:28]=[CH:29][N:30]([CH3:31])[CH3:32]>>[CH3:1][C:2]1([CH3:19])[C:3]([c:9]2[cH:10][cH:11][c:12]([S:15](=[O:16])(=[O:17])[CH3:18])[cH:13][cH:14]2)=[C:4]([O:8][CH2:22][C:23]([CH3:24])([CH3:25])[CH3:26])[C:5](=[O:7])[O:6]1. The reactants are P(=O)(Cl)(Cl)Cl (phosphoryl chloride), S1C(=CC=C1)C=CC(=O)N (β-(Thien-2-yl) acrylamide), S(=O)(=O)([O-])S(=O)[O-].[Na+].[Na+] (sodium metabisulphite), P(=O)(Cl)(Cl)Cl (phosphoryl chloride). Run in O (water). Run at time 1 hour. Product: S1C(=CC=C1)C=CC#N (β-(thien-2 -yl) acrylonitrile). Reaction SMILES: [S:1]1[CH:5]=[CH:4][CH:3]=[C:2]1[CH:6]=[CH:7][C:8]([NH2:10])=O.S(S([O-])=O)([O-])(=O)=O.[Na+].[Na+].P(Cl)(Cl)(Cl)=O>O>[S:1]1[CH:5]=[CH:4][CH:3]=[C:2]1[CH:6]=[CH:7][C:8]#[N:10] |f:1.2.3|. Procedure: β-(Thien-2-yl) acrylamide (5.2 g.) was mixed with sodium metabisulphite (12.9 g.) and heated with phosphoryl chloride (2.4 ml.) on a steam bath. After 1 hr., more phosphoryl chloride (10 ml.) was added and the mixture heated for a further 3.5 hrs. The mixture was cooled in an ice-bath and iced water cautiously added. The mixture was extracted into chloroform and the chloroform layer was washed with saturated sodium hydrogen carbonate solution, dried over sodium sulphate, and evaporated in vacuo ... Starting materials: solid, Cl.Cl.O1CCC2=C1C=CC=C2C2CCN(CC2)CC[C@@H]2CC[C@H](CC2)N (trans-4-{2-[4-(2,3-dihydro-benzofuran-4-yl)-piperidin-1-yl]-ethyl}-cyclohexylamine dihydrochloride), Cl.Cl.O1CCC2=C1C=CC=C2C2CCN(CC2)CC[C@@H]2CC[C@H](CC2)N (trans-4-{2-[4-(2,3-dihydro-benzofuran-4-yl)-piperidin-1-yl]-ethyl}-cyclohexylamine dihydrochloride), C(=O)O (formic acid). Yields the product O1CCC2=C1C=CC=C2C2CCN(CC2)CC[C@@H]2CC[C@H](CC2)NC=O (trans-N-(4-{2-[4-(2,3-Dihydro-benzofuran-4-yl)-piperidin-1-yl]-ethyl}-cyclohexyl)-formamide). Reaction SMILES: Cl.Cl.[O:3]1[C:7]2[CH:8]=[CH:9][CH:10]=[C:11]([CH:12]3[CH2:17][CH2:16][N:15]([CH2:18][CH2:19][C@H:20]4[CH2:25][CH2:24][C@H:23]([NH2:26])[CH2:22][CH2:21]4)[CH2:14][CH2:13]3)[C:6]=2[CH2:5][CH2:4]1.[CH:27](O)=[O:28]>>[O:3]1[C:7]2[CH:8]=[CH:9][CH:10]=[C:11]([CH:12]3[CH2:17][CH2:16][N:15]([CH2:18][CH2:19][C@H:20]4[CH2:21][CH2:22][C@H:23]([NH:26][CH:27]=[O:28])[CH2:24][CH2:25]4)[CH2:14][CH2:13]3)[C:6]=2[CH2:5][CH2:4]1 |f:0.1.2|. Procedure: The title compound, off-white solid (18 mg, 20%), MS (ISP) m/z=357.3 [(M+H)+], mp 142° C., was prepared in accordance with the general method of example 1 from trans-4-{2-[4-(2,3-dihydro-benzofuran-4-yl)-piperidin-1-yl]-ethyl}-cyclohexylamine dihydrochloride (intermediate B) (100 mg, 0.25 mmol) and formic acid. Starting materials: O=c1c(Br)cccn1CCCCCl, Cc1ccc(B(O)O)cn1, C1COCCO1, c1ccc(P(c2ccccc2)c2ccccc2)cc1. Product: Cc1ccc(-c2cccn(CCCCCl)c2=O)cn1. As a reaction SMILES: [Br:1][c:2]1[c:3](=[O:13])[n:4]([CH2:8][CH2:9][CH2:10][CH2:11][Cl:12])[cH:5][cH:6][cH:7]1.[CH3:14][c:15]1[cH:16][cH:17][c:18]([B:21]([OH:22])[OH:23])[cH:19][n:20]1.[O:43]1[CH2:44][CH2:45][O:46][CH2:47][CH2:48]1.[c:24]1([P:25]([c:26]2[cH:27][cH:28][cH:29][cH:30][cH:31]2)[c:32]2[cH:33][cH:34][cH:35][cH:36][cH:37]2)[cH:38][cH:39][cH:40][cH:41][cH:42]1>>[c:2]1(-[c:18]2[cH:17][cH:16][c:15]([CH3:14])[n:20][cH:19]2)[c:3](=[O:13])[n:4]([CH2:8][CH2:9][CH2:10][CH2:11][Cl:12])[cH:5][cH:6][cH:7]1. Reactants: O=C([O-])[O-], CC1CCc2ncnc(Cl)c21, ClC(Cl)Cl, [Na+], [Na+], [Na+], [Na+], O=S([O-])([O-])=S, O, O=C(OO)c1cccc(Cl)c1. Yields the product CC1CCc2c1c(Cl)nc[n+]2[O-]. RXN SMILES: [C:30](=[O:31])([O-:32])[O-:33].[Cl:1][c:2]1[c:3]2[c:4]([n:5][cH:6][n:7]1)[CH2:8][CH2:9][CH:10]2[CH3:11].[Cl:36][CH:37]([Cl:38])[Cl:39].[Na+:23].[Na+:24].[Na+:34].[Na+:35].[O-:25][S:26]([O-:27])(=[S:28])=[O:29].[OH2:40].[OH:12][O:13][C:14]([c:15]1[cH:16][c:17]([Cl:18])[cH:19][cH:20][cH:21]1)=[O:22]>>[Cl:1][c:2]1[c:3]2[c:4]([n+:5]([O-:12])[cH:6][n:7]1)[CH2:8][CH2:9][CH:10]2[CH3:11]. Reactants: COC(=O)c1ccc2cc(O)ccc2c1, COc1cc2ncnc(Cl)c2cc1OC, [H-], [Na+], CN(C)C=O. The product is COC(=O)c1ccc2cc(Oc3ncnc4cc(OC)c(OC)cc34)ccc2c1. As a reaction SMILES: [CH3:3][O:4][C:5](=[O:6])[c:7]1[cH:8][c:9]2[cH:10][cH:11][c:12]([OH:17])[cH:13][c:14]2[cH:15][cH:16]1.[Cl:18][c:19]1[n:20][cH:21][n:22][c:23]2[cH:24][c:25]([O:31][CH3:32])[c:26]([O:29][CH3:30])[cH:27][c:28]12.[H-:2].[Na+:1].[O:33]=[CH:34][N:35]([CH3:36])[CH3:37]>>[CH3:3][O:4][C:5](=[O:6])[c:7]1[cH:8][c:9]2[cH:10][cH:11][c:12]([O:17][c:19]3[n:20][cH:21][n:22][c:23]4[cH:24][c:25]([O:31][CH3:32])[c:26]([O:29][CH3:30])[cH:27][c:28]34)[cH:13][c:14]2[cH:15][cH:16]1.